This data is from the Open Reaction Database (ORD), a public repository of structured organic reaction records. The task is: describe an organic reaction: reactants, conditions, products, and yield Starting materials: CC(=O)OC(C)=O, ClC(Cl)Cl, COC(=O)c1ccc(C(F)(F)F)cc1N, c1ccncc1. Yields the product COC(=O)c1ccc(C(F)(F)F)cc1NC(C)=O. As a reaction SMILES: [CH3:16][C:17](=[O:18])[O:19][C:20](=[O:21])[CH3:22].[CH:29]([Cl:30])([Cl:31])[Cl:32].[NH2:1][c:2]1[c:3]([C:4](=[O:5])[O:6][CH3:7])[cH:8][cH:9][c:10]([C:12]([F:13])([F:14])[F:15])[cH:11]1.[cH:23]1[cH:24][cH:25][n:26][cH:27][cH:28]1>>[NH:1]([c:2]1[c:3]([C:4](=[O:5])[O:6][CH3:7])[cH:8][cH:9][c:10]([C:12]([F:13])([F:14])[F:15])[cH:11]1)[C:17]([CH3:16])=[O:18].